From a dataset of the Open Reaction Database (ORD), a public repository of structured organic reaction records. describe an organic reaction: reactants, conditions, products, and yield Reactants: ClC(Cl)Cl, O=C(OO)c1cccc(Cl)c1, O, CC(C)(C)OC(=O)Nc1nc(-c2ccco2)c(C(=O)C2CCSCC2)s1. Product: CC(C)(C)OC(=O)Nc1nc(-c2ccco2)c(C(=O)C2CCS(=O)CC2)s1. RXN SMILES: [CH:39]([Cl:40])([Cl:41])[Cl:42].[Cl:27][c:28]1[cH:29][cH:30][cH:31][c:32]([C:33]([O:34][OH:36])=[O:35])[cH:37]1.[OH2:38].[o:1]1[c:2](-[c:6]2[n:7][c:8]([NH:19][C:20]([O:21][C:22]([CH3:23])([CH3:24])[CH3:25])=[O:26])[s:9][c:10]2[C:11](=[O:12])[CH:13]2[CH2:14][CH2:15][S:16][CH2:17][CH2:18]2)[cH:3][cH:4][cH:5]1>>[o:1]1[c:2](-[c:6]2[n:7][c:8]([NH:19][C:20]([O:21][C:22]([CH3:23])([CH3:24])[CH3:25])=[O:26])[s:9][c:10]2[C:11](=[O:12])[CH:13]2[CH2:14][CH2:15][S:16](=[O:35])[CH2:17][CH2:18]2)[cH:3][cH:4][cH:5]1. Starting materials: O=C([O-])[O-], CON, CCO, O=C(CCC1CCCC1)c1ccc(Cl)cc1, Cl, [K+], [K+]. Yields the product CON=C(CCC1CCCC1)c1ccc(Cl)cc1. As a reaction SMILES: [C:17](=[O:18])([O-:19])[O-:20].[CH3:24][O:25][NH2:26].[CH3:27][CH2:28][OH:29].[Cl:1][c:2]1[cH:3][cH:4][c:5]([C:8]([CH2:9][CH2:10][CH:11]2[CH2:12][CH2:13][CH2:14][CH2:15]2)=[O:16])[cH:6][cH:7]1.[ClH:23].[K+:21].[K+:22]>>[Cl:1][c:2]1[cH:3][cH:4][c:5]([C:8]([CH2:9][CH2:10][CH:11]2[CH2:12][CH2:13][CH2:14][CH2:15]2)=[N:26][O:25][CH3:24])[cH:6][cH:7]1. The reactants are CC1=C(N=CC(=N1)C(C)=O)OCC(F)(F)F (1-(6-methyl-5-(2,2,2-trifluoroethoxy)pyrazin-2-yl)ethanone), CC(C)(C)[S@@](=O)N ((R)-2-methylpropane-2-sulfinamide), Amine-1. The product is CC(C)(C)[S@@](=O)NC(C)C1=NC(=C(N=C1)OCC(F)(F)F)C ((R)-2-methyl-N-(1-(6-methyl-5-(2,2,2-trifluoroethoxy)pyrazin-2-yl)ethyl)propane-2-sulfinamide). Isolated yield 68.0%. As a reaction SMILES: [CH3:1][C:2]1[N:7]=[C:6]([C:8](=O)[CH3:9])[CH:5]=[N:4][C:3]=1[O:11][CH2:12][C:13]([F:16])([F:15])[F:14].[CH3:17][C:18]([S@:21]([NH2:23])=[O:22])([CH3:20])[CH3:19]>>[CH3:17][C:18]([S@:21]([NH:23][CH:8]([C:6]1[CH:5]=[N:4][C:3]([O:11][CH2:12][C:13]([F:16])([F:15])[F:14])=[C:2]([CH3:1])[N:7]=1)[CH3:9])=[O:22])([CH3:20])[CH3:19]. Reported procedure: The title compound is prepared in 68% yield (347 mg, a pale brown oil) from 1-(6-methyl-5-(2,2,2-trifluoroethoxy)pyrazin-2-yl)ethanone (350 mg, 1.50 mmol, Step-4) and (R)-2-methylpropane-2-sulfinamide (217 mg, 1.79 mmol) in a similar manner to Step-4 of Amine-1. The reactants are NC=1C(=NC(=CC1)Cl)Cl (3-amino-2,6-dichloropyridine), C(C)[Al](CC)CC (triethylaluminum). The reagents and catalysts are C=1C=CC(=CC1)[P](C=2C=CC=CC2)(C=3C=CC=CC3)[Pd]([P](C=4C=CC=CC4)(C=5C=CC=CC5)C=6C=CC=CC6)([P](C=7C=CC=CC7)(C=8C=CC=CC8)C=9C=CC=CC9)[P](C=1C=CC=CC1)(C=1C=CC=CC1)C=1C=CC=CC1 (tetrakis(triphenylphosphine)palladium(0)). The solvent is O1CCOCC1 (1,4-dioxane). Reaction conditions: temperature 100 celsius, time 3 hour. The product is ClC1=CC=C(C(=N1)CC)N (6-Chloro-2-ethylpyridin-3-ylamine). Isolated yield 34.9%. Reaction SMILES: [NH2:1][C:2]1[C:3](Cl)=[N:4][C:5]([Cl:8])=[CH:6][CH:7]=1.[CH2:10]([Al](CC)CC)[CH3:11]>O1CCOCC1.C1C=CC([P]([Pd]([P](C2C=CC=CC=2)(C2C=CC=CC=2)C2C=CC=CC=2)([P](C2C=CC=CC=2)(C2C=CC=CC=2)C2C=CC=CC=2)[P](C2C=CC=CC=2)(C2C=CC=CC=2)C2C=CC=CC=2)(C2C=CC=CC=2)C2C=CC=CC=2)=CC=1>[Cl:8][C:5]1[N:4]=[C:3]([CH2:10][CH3:11])[C:2]([NH2:1])=[CH:7][CH:6]=1 |^1:26,28,47,66|. Reported procedure: To a solution of 3-amino-2,6-dichloropyridine (8.1 g, 50 mmol, purchased from TCI) in 1,4-dioxane (248 ml) was added tetrakis(triphenylphosphine)palladium(0) (920 mg, 0.80 mmol) and triethylaluminum (52 mmol, 0.94 M in hexane) at room temperature, and the mixture was stirred for 3 hours at 100° C. The mixture was quenched with 2 M HCl aqueous solution after cooling, and then it was separated between the aqueous and organic phases. The aqueous phase was extracted with EtOAc. The combined organic ... Starting materials: C1CCNC1, Cc1cc(C=O)cc(C)c1O, ClCCl, Cl. Yields the product Cc1cc(CN2CCCC2)cc(C)c1O. As a reaction SMILES: [CH2:1]1[CH2:2][CH2:3][NH:4][CH2:5]1.[CH3:6][c:7]1[cH:8][c:9]([CH:10]=[O:11])[cH:12][c:13]([CH3:16])[c:14]1[OH:15].[Cl:18][CH2:19][Cl:20].[ClH:17]>>[CH2:1]1[CH2:2][CH2:3][N:4]([CH2:10][c:9]2[cH:8][c:7]([CH3:6])[c:14]([OH:15])[c:13]([CH3:16])[cH:12]2)[CH2:5]1. Reactants: COC1=C(C(=NC=C1C)C)C (4-methoxy-2,3,5-trimethylpyridine), OO (hydrogenperoxide). Reagents/catalysts: [Pd] (Pd/C). Run in C(C)(=O)O (acetic acid). Run at temperature 90 celsius. Product: COC1=C(C(=[N+](C=C1C)[O-])C)C (4-methoxy-2,3,5-trimethylpyridine N-oxide). RXN SMILES: [CH3:1][O:2][C:3]1[C:8]([CH3:9])=[CH:7][N:6]=[C:5]([CH3:10])[C:4]=1[CH3:11].[OH:12]O>C(O)(=O)C.[Pd]>[CH3:1][O:2][C:3]1[C:8]([CH3:9])=[CH:7][N+:6]([O-:12])=[C:5]([CH3:10])[C:4]=1[CH3:11]. Procedure: 100 g 4-methoxy-2,3,5-trimethylpyridine was dissolved in 300 ml glacial acetic acid and 100 ml 50% hydrogenperoxide and stirred at 30° C. for 1 h. The temperature was gradually heated to70° C. and was maintained for 5 hrs and the temperature increased to 90° C. and a small amount of Pd/C added to destroy excess hydrogenperoxide. After testing that the peroxide was destroyed the solvents were evaporated at reduced pressure. Toluene was added and stripped off to make the product free from water. A... The reactants are FC=1C=C(C=CC1OC(C(F)F)(F)F)[N+](=O)[O-] (3-fluoro-4-(1',1',2',2'-tetrafluoroethoxy)nitrobenzene), nitro, FF (fluorine), O (water), NC1=CC=CC=C1 (aniline). The reagents and catalysts are [Fe] (iron). Solvent: C(C)(=O)O (acetic acid), C(Cl)(Cl)Cl (chloroform), C(C)(=O)OCC (ethyl acetate), C(C)(=O)O (acetic acid). Run at temperature 40 celsius, time 30 minute. The product is FC=1C=C(N)C=CC1OC(C(F)F)(F)F (3-fluoro-4-(1',1',2',2'-tetrafluoroethoxy)aniline). As a reaction SMILES: [F:1][C:2]1[CH:3]=[C:4]([N+:15]([O-])=O)[CH:5]=[CH:6][C:7]=1[O:8][C:9]([F:14])([F:13])[CH:10]([F:12])[F:11].FF.O.NC1C=CC=CC=1>C(OCC)(=O)C.C(O)(=O)C.C(Cl)(Cl)Cl.[Fe]>[F:1][C:2]1[CH:3]=[C:4]([CH:5]=[CH:6][C:7]=1[O:8][C:9]([F:13])([F:14])[CH:10]([F:11])[F:12])[NH2:15]. Reported procedure: 6.97 Grams of 3-fluoro-4-(1',1',2',2'-tetrafluoroethoxy)nitrobenzene [i.e. the nitro compound (X) containing fluorine as the substituted X] was dissolved in a mixed solvent of 25 ml of ethyl acetate and 25 ml of acetic acid. The resulting solution was slowly added dropwise to a suspension of 9.0 g of iron powders in a mixed solution of 5 ml of acetic acid and 30 ml of water while maintaining the temperature at 40° C. Thereafter, stirring was continued for 30 minutes at 40° C. to 70° C. The react... Starting materials: O.NN (hydrazine hydrate), ClC1=NC=NC(=C1)N1CCN(CC1)C1CCC1 (4-chloro-6-(4-cyclobutylpiperazin-1-yl)pyrimidine). The solvent is C(C)O (ethanol). Conditions: temperature 80 celsius, time 16 hour. Yields the product C1(CCC1)N1CCN(CC1)C1=NC=NC(=C1)NN (4-(4-Cyclobutylpiperazin-1-yl)-6-hydrazinopyrimidine). As a reaction SMILES: O.[NH2:2][NH2:3].Cl[C:5]1[CH:10]=[C:9]([N:11]2[CH2:16][CH2:15][N:14]([CH:17]3[CH2:20][CH2:19][CH2:18]3)[CH2:13][CH2:12]2)[N:8]=[CH:7][N:6]=1>C(O)C>[CH:17]1([N:14]2[CH2:15][CH2:16][N:11]([C:9]3[CH:10]=[C:5]([NH:2][NH2:3])[N:6]=[CH:7][N:8]=3)[CH2:12][CH2:13]2)[CH2:20][CH2:19][CH2:18]1 |f:0.1|. Procedure details: At RT, 4.4 ml (4.5 g, 89.7 mmol) of hydrazine hydrate are added dropwise with stirring to a solution of 1.9 g (7.5 mmol) of 4-chloro-6-(4-cyclobutylpiperazin-1-yl)pyrimidine in 28 ml of ethanol. The reaction solution is stirred at 80° C. for 16 h. For work-up, the mixture is concentrated under reduced pressure, the residue is triturated repeatedly with diethyl ether, and the precipitated solid is filtered off and dried under reduced pressure. The residue is then purified by column chromatography...